This data is from the Open Reaction Database (ORD), a public repository of structured organic reaction records. The task is: describe an organic reaction: reactants, conditions, products, and yield The reactants are F[B-](F)(F)F, O=C(O)c1cc2c(OCC3CCC3)cccc2[nH]1, CCN(C(C)C)C(C)C, CC1CN(CCC2(O)CCC(N)CC2)CCC1O, CN(C)C=O, CN(C)C(On1nnc2ccccc21)=[N+](C)C. The product is CC1CN(CCC2(O)CCC(NC(=O)c3cc4c(OCC5CCC5)cccc4[nH]3)CC2)CCC1O. Reaction SMILES: [B-:46]([F:47])([F:48])([F:49])[F:50].[CH:1]1([CH2:5][O:6][c:7]2[c:8]3[cH:9][c:10]([C:16](=[O:17])[OH:18])[nH:11][c:12]3[cH:13][cH:14][cH:15]2)[CH2:2][CH2:3][CH2:4]1.[CH:37]([N:38]([CH2:39][CH3:40])[CH:41]([CH3:42])[CH3:43])([CH3:44])[CH3:45].[NH2:19][CH:20]1[CH2:21][CH2:22][C:23]([OH:26])([CH2:27][CH2:28][N:29]2[CH2:30][CH:31]([CH3:36])[CH:32]([OH:35])[CH2:33][CH2:34]2)[CH2:24][CH2:25]1.[O:68]=[CH:69][N:70]([CH3:71])[CH3:72].[n:51]1([O:52][C:53]([N:54]([CH3:55])[CH3:56])=[N+:57]([CH3:58])[CH3:59])[c:60]2[cH:61][cH:62][cH:63][cH:64][c:65]2[n:66][n:67]1>>[CH:1]1([CH2:5][O:6][c:7]2[c:8]3[cH:9][c:10]([C:16](=[O:18])[NH:19][CH:20]4[CH2:21][CH2:22][C:23]([OH:26])([CH2:27][CH2:28][N:29]5[CH2:30][CH:31]([CH3:36])[CH:32]([OH:35])[CH2:33][CH2:34]5)[CH2:24][CH2:25]4)[nH:11][c:12]3[cH:13][cH:14][cH:15]2)[CH2:2][CH2:3][CH2:4]1. Reactants: ClC=1C=C(C=CC1Cl)CC(=O)O ((3,4-dichlorophenyl)acetic acid), Cl (HCl), CO (MeOH). As a reaction SMILES: [Cl:1][C:2]1[CH:3]=[C:4]([CH2:9][C:10]([OH:12])=[O:11])[CH:5]=[CH:6][C:7]=1[Cl:8].Cl.[CH3:14]O>>[CH3:14][O:11][C:10](=[O:12])[CH2:9][C:4]1[CH:5]=[CH:6][C:7]([Cl:8])=[C:2]([Cl:1])[CH:3]=1. Yield: 95.0%. Yields the product COC(CC1=CC(=C(C=C1)Cl)Cl)=O ((3,4-dichlorophenyl)acetic acid methyl ester). Run at time 1 hour. Procedure: A solution of (3,4-dichlorophenyl)acetic acid (16.12 g, 78.5 mmol) in MeOH (500 mL) was bubbled with HCl gas for 5 min. The mixture was stirred at room temperature for 1 h. The solvent was removed by rotary evaporation and the. resulting residue was dissolved in EtOAc (400 mL) and washed with saturated aqueous NaHCO3 (200 mL) and saturated aqueous NaCl (200 mL). The organic extracts were dried over sodium sulfate, filtered and concentrated by rotary evaporation to give (3,4-dichlorophenyl)acetic... Starting materials: aqueous solution, [OH-].[Na+] (sodium hydroxide), FC1=C(C=C(C(=C1)Cl)OC1CCCC1)NC(OCC)=O (ethyl N-(2-fluoro-4-chloro-5-cyclopentyloxyphenyl)carbamate). Run in C(C)O (Ethyl alcohol). Conditions: temperature 110 celsius, time 4 hour. The product is FC1=C(N)C=C(C(=C1)Cl)OC1CCCC1 (2-fluoro-4-chloro-5-cyclopentyloxyaniline). Isolated yield 97.0%. As a reaction SMILES: [OH-].[Na+].[F:3][C:4]1[CH:9]=[C:8]([Cl:10])[C:7]([O:11][CH:12]2[CH2:16][CH2:15][CH2:14][CH2:13]2)=[CH:6][C:5]=1[NH:17]C(=O)OCC>C(O)C>[F:3][C:4]1[CH:9]=[C:8]([Cl:10])[C:7]([O:11][CH:12]2[CH2:16][CH2:15][CH2:14][CH2:13]2)=[CH:6][C:5]=1[NH2:17] |f:0.1|. Procedure details: Ethyl alcohol (50 ml) and a 2N aqueous solution of sodium hydroxide (100 ml) were added to the thus-obtained ethyl N-(2-fluoro-4-chloro-5-cyclopentyloxyphenyl)carbamate, followed by stirring for 4 hours while heating in an oil bath at 110° C. After completion of the reaction, the solvent was distilled off, and the residue was extracted with ethyl acetate (100 ml×3 times). The organic layer was washed with a saturated aqueous sodium chloride, dried, and the solvent was distilled off under reduced...